This data is from the Open Reaction Database (ORD), a public repository of structured organic reaction records. The task is: describe an organic reaction: reactants, conditions, products, and yield The reactants are C(C)(C)[C@@H]1N(CCC1=O)C(=O)OCC1=CC=CC=C1 (benzyl (2S)-2-isopropyl-3-oxopyrrolidine-1-carboxylate), [Cl-].[Ce+3].[Cl-].[Cl-] (cerium chloride), C[Mg]Br.C(C)OCC (methylmagnesium bromide diethyl ether). Product: O[C@@]1([C@@H](N(CC1)C(=O)OCC1=CC=CC=C1)C(C)C)C (benzyl (2S,3S)-3-hydroxy-2-isopropyl-3-methylpyrrolidine-1-carboxylate), oil. The yield is 62.0%. Reaction SMILES: [Cl-].[Ce+3].[Cl-].[Cl-].C[Mg]Br.[CH2:8](OCC)C.[CH:13]([C@H:16]1[C:20](=[O:21])[CH2:19][CH2:18][N:17]1[C:22]([O:24][CH2:25][C:26]1[CH:31]=[CH:30][CH:29]=[CH:28][CH:27]=1)=[O:23])([CH3:15])[CH3:14]>>[OH:21][C@@:20]1([CH3:8])[CH2:19][CH2:18][N:17]([C:22]([O:24][CH2:25][C:26]2[CH:27]=[CH:28][CH:29]=[CH:30][CH:31]=2)=[O:23])[C@H:16]1[CH:13]([CH3:15])[CH3:14] |f:0.1.2.3,4.5|. Procedure: By an operation in the same manner as in Reference Example 3 and using cerium chloride (6.35 g), 3 mol/L methylmagnesium bromide-diethyl ether solution (7.55 mL) and benzyl (2S)-2-isopropyl-3-oxopyrrolidine-1-carboxylate (2.7 g), the title compound was obtained as pale-yellow oil (yield: 1.78 g, yield: 62%). Reactants: COc1cc(CC(NC(C)=O)C(=O)O)ccc1C, Cc1ccccc1, Cl. Yields the product Cl, COc1cc(CC(N)C(=O)O)ccc1C. As a reaction SMILES: [C:1](=[O:2])([CH3:3])[NH:4][CH:5]([CH2:6][c:7]1[cH:8][c:9]([O:14][CH3:15])[c:10]([CH3:13])[cH:11][cH:12]1)[C:16](=[O:17])[OH:18].[CH3:19][c:20]1[cH:21][cH:22][cH:23][cH:24][cH:25]1.[ClH:26]>>[ClH:26].[NH2:4][CH:5]([CH2:6][c:7]1[cH:8][c:9]([O:14][CH3:15])[c:10]([CH3:13])[cH:11][cH:12]1)[C:16](=[O:17])[OH:18]. Reactants: CCOCC, N#Cc1ccc(F)cc1, N#N, NCCCO, O. Yields the product N#Cc1ccc(NCCCO)cc1. RXN SMILES: [CH3:18][CH2:19][O:20][CH2:21][CH3:22].[F:1][c:2]1[cH:3][cH:4][c:5]([C:6]#[N:7])[cH:8][cH:9]1.[N:15]#[N:16].[NH2:10][CH2:11][CH2:12][CH2:13][OH:14].[OH2:17]>>[c:2]1([NH:10][CH2:11][CH2:12][CH2:13][OH:14])[cH:3][cH:4][c:5]([C:6]#[N:7])[cH:8][cH:9]1. The reactants are CO, Cl, Cc1oc(-c2ccc(F)cc2)nc1CSc1nc(N)c(C#N)c(-c2ccc(OCC(C)O[Si](C)(C)C(C)(C)C)cc2)c1C#N. The product is Cc1oc(-c2ccc(F)cc2)nc1CSc1nc(N)c(C#N)c(-c2ccc(OCC(C)O)cc2)c1C#N. Reaction SMILES: [CH3:46][OH:47].[ClH:45].[NH2:1][c:2]1[n:3][c:4]([S:30][CH2:31][c:32]2[n:33][c:34](-[c:38]3[cH:39][cH:40][c:41]([F:44])[cH:42][cH:43]3)[o:35][c:36]2[CH3:37])[c:5]([C:28]#[N:29])[c:6](-[c:10]2[cH:11][cH:12][c:13]([O:16][CH2:17][CH:18]([CH3:19])[O:20][Si:21]([C:22]([CH3:23])([CH3:24])[CH3:25])([CH3:26])[CH3:27])[cH:14][cH:15]2)[c:7]1[C:8]#[N:9]>>[NH2:1][c:2]1[n:3][c:4]([S:30][CH2:31][c:32]2[n:33][c:34](-[c:38]3[cH:39][cH:40][c:41]([F:44])[cH:42][cH:43]3)[o:35][c:36]2[CH3:37])[c:5]([C:28]#[N:29])[c:6](-[c:10]2[cH:11][cH:12][c:13]([O:16][CH2:17][CH:18]([CH3:19])[OH:20])[cH:14][cH:15]2)[c:7]1[C:8]#[N:9]. The reactants are BrN1C(CCC1=O)=O (N-Bromosuccinimide), ClC1=CC=C(C=C1)CN1C=2N=C(NC(C2N=C1)=O)N (9-(4-chlorophenyl)methylguanine), O (water). Run in C(C)(=O)O (acetic acid). Reaction conditions: time 20 hour. Yields the product BrC=1N(C=2N=C(NC(C2N1)=O)N)CC1=CC=C(C=C1)Cl (8-Bromo-9-[(4-chlorophenyl)methyl]guanine). Reaction SMILES: [Br:1]N1C(=O)CCC1=O.[Cl:9][C:10]1[CH:15]=[CH:14][C:13]([CH2:16][N:17]2[CH:25]=[N:24][C:23]3[C:22](=[O:26])[NH:21][C:20]([NH2:27])=[N:19][C:18]2=3)=[CH:12][CH:11]=1.O>C(O)(=O)C>[Br:1][C:25]1[N:17]([CH2:16][C:13]2[CH:14]=[CH:15][C:10]([Cl:9])=[CH:11][CH:12]=2)[C:18]2[N:19]=[C:20]([NH2:27])[NH:21][C:22](=[O:26])[C:23]=2[N:24]=1. Procedure details: N-Bromosuccinimide (1.3 g, 7.3 mmol) is added to a suspension of 9-(4-chlorophenyl)methylguanine (1.5 g; 5.4 mmol), Example 3, in glacial acetic acid (100 ml) and the mixture is stirred for 20 hours at room temperature. The solution is poured into water (400 ml) and the resulting precipitate is filtered, washed with water and methanol and dried. Yield: 1.0 g; mp>300° C. Starting materials: CS(=O)(=O)C1=NSC(=C1S(=O)(=O)C)C#N (3,4-Bis(methylsulfonyl)isothiazole-5-carbonitrile), C([O-])([O-])=O.[Na+].[Na+] (sodium carbonate), CO (methanol), O (water). Yields the product COC1=NSC(=C1OC)C#N (3,4-Dimethoxyisothiazole-5-carbonitrile). Reaction SMILES: CS([C:5]1[C:9](S(C)(=O)=O)=[C:8]([C:14]#[N:15])[S:7][N:6]=1)(=O)=O.[C:16](=[O:19])([O-])[O-].[Na+].[Na+].[OH2:22].[CH3:23]O>>[CH3:23][O:22][C:5]1[C:9]([O:19][CH3:16])=[C:8]([C:14]#[N:15])[S:7][N:6]=1 |f:1.2.3|. Procedure: A mixture of the compound of Example 35 (3.95 g, 0.015 mol) and sodium carbonate (1.58 g, 0.015 mole) in 40 ml methanol can be stirred at reflux for 6 hours. On cooling, the mixture can be poured into water and the precipitate collected by suction filtration. Recrystallization of the solid from ethanol can give the pure title compound.